From a dataset of the Open Reaction Database (ORD), a public repository of structured organic reaction records. describe an organic reaction: reactants, conditions, products, and yield The reactants are ClCCCS(=O)(=O)N1CCC(CC1)C1=CNC2=C(C=C(C=C12)C1=CC=CC=C1)C(=O)N (3-{1-[(3-chloropropyl)sulfonyl]-4-piperidinyl}-5-phenyl-1H-indole-7-carboxamide), FC(C=1C=C(C=CC1)O)(F)F (3-trifluoromethylphenol), C(=O)([O-])[O-].[K+].[K+] (K2CO3). Reagents/catalysts: [I-].[Na+] (sodium iodide). Product: C1(=CC=CC=C1)C=1C=C2C(=CNC2=C(C1)C(=O)N)C1CCN(CC1)S(=O)(=O)CCCOC1=CC(=CC=C1)C(F)(F)F (5-phenyl-3-{1-[(3-{[3-(trifluoromethyl)phenyl]oxy}propyl)sulfonyl]-4-piperidinyl}-1H-indole-7-carboxamide). Yield: 49.1%. As a reaction SMILES: Cl[CH2:2][CH2:3][CH2:4][S:5]([N:8]1[CH2:13][CH2:12][CH:11]([C:14]2[C:22]3[C:17](=[C:18]([C:29]([NH2:31])=[O:30])[CH:19]=[C:20]([C:23]4[CH:28]=[CH:27][CH:26]=[CH:25][CH:24]=4)[CH:21]=3)[NH:16][CH:15]=2)[CH2:10][CH2:9]1)(=[O:7])=[O:6].[F:32][C:33]([F:42])([F:41])[C:34]1[CH:35]=[C:36]([OH:40])[CH:37]=[CH:38][CH:39]=1.C([O-])([O-])=O.[K+].[K+]>[I-].[Na+]>[C:23]1([C:20]2[CH:21]=[C:22]3[C:17](=[C:18]([C:29]([NH2:31])=[O:30])[CH:19]=2)[NH:16][CH:15]=[C:14]3[CH:11]2[CH2:12][CH2:13][N:8]([S:5]([CH2:4][CH2:3][CH2:2][O:40][C:36]3[CH:37]=[CH:38][CH:39]=[C:34]([C:33]([F:32])([F:41])[F:42])[CH:35]=3)(=[O:7])=[O:6])[CH2:9][CH2:10]2)[CH:28]=[CH:27][CH:26]=[CH:25][CH:24]=1 |f:2.3.4,5.6|. Reported procedure: Following the general procedure of example 159, 3-{1-[(3-chloropropyl)sulfonyl]-4-piperidinyl}-5-phenyl-1H-indole-7-carboxamide (40.0 mg, 0.087 mmol), 3-trifluoromethylphenol (162 mg, 0.87 mmol), K2CO3 (35.0 mg, 0.35 mmol) and sodium iodide (0.5 mg) were reacted to give the title compound (25.0 mg, 49%). The reactants are CCCCCCCCc1ccc(C(O)CC(O)CO)cc1, CCOC(C)=O, CCCCCCC, ClCCCl, O, Cc1ccc(S(=O)(=O)O)cc1. Product: CCCCCCCCc1ccc(C2CC(O)CO2)cc1. As a reaction SMILES: [CH2:1]([CH2:2][CH2:3][CH2:4][CH2:5][CH2:6][CH2:7][CH3:8])[c:9]1[cH:10][cH:11][c:12]([CH:15]([CH2:16][CH:17]([CH2:18][OH:19])[OH:20])[OH:21])[cH:13][cH:14]1.[CH3:34][CH2:35][O:36][C:37]([CH3:38])=[O:39].[CH3:40][CH2:41][CH2:42][CH2:43][CH2:44][CH2:45][CH3:46].[Cl:47][CH2:48][CH2:49][Cl:50].[OH2:22].[c:23]1([CH3:24])[cH:25][cH:26][c:27]([S:28]([OH:29])(=[O:30])=[O:31])[cH:32][cH:33]1>>[CH2:1]([CH2:2][CH2:3][CH2:4][CH2:5][CH2:6][CH2:7][CH3:8])[c:9]1[cH:10][cH:11][c:12]([CH:15]2[CH2:16][CH:17]([OH:20])[CH2:18][O:21]2)[cH:13][cH:14]1. Reactants: N1C(=CC2=CC=CC=C12)CCOC1=CC=C(C(=O)OC)C=C1 (Methyl 4-[2-(Indol-2-yl)ethyloxy]benzoate), [OH-].[Na+] (NaOH), [OH-].[Na+] (NaOH), [OH-].[Na+] (NaOH). Solvent: CO (MeOH). Product: N1C(=CC2=CC=CC=C12)CCOC1=CC=C(C(=O)O)C=C1 (4-[2-(Indol-2-yl)ethyloxy]benzoic acid). Reaction SMILES: [NH:1]1[C:9]2[C:4](=[CH:5][CH:6]=[CH:7][CH:8]=2)[CH:3]=[C:2]1[CH2:10][CH2:11][O:12][C:13]1[CH:22]=[CH:21][C:16]([C:17]([O:19]C)=[O:18])=[CH:15][CH:14]=1.[OH-].[Na+]>CO>[NH:1]1[C:9]2[C:4](=[CH:5][CH:6]=[CH:7][CH:8]=2)[CH:3]=[C:2]1[CH2:10][CH2:11][O:12][C:13]1[CH:22]=[CH:21][C:16]([C:17]([OH:19])=[O:18])=[CH:15][CH:14]=1 |f:1.2|. Reported procedure: Ester 4-3 (150 mg, 0.51 mmol) and 1N NaOH (1.3 mL, 1.3 mmol) were combined in 10 mL MeOH. After 16 h additional 1N NaOH (5 mL, 5 mmol) was added, and 7 h later, 5 mL more 1N NaOH. After a total of 2 d the mixture was heated at 50° for 1 h, then concentrated, redissolved in H2O, washed with EtOAc, and the pH of the aqueous layer was adjusted to 1 with 20% KHSO4. This was extracted with EtOAc, and this organic layer was washed with brine, dried (MgSO4) and concentrated, providing 4-4 as a gray sol... Reactants: CCO, ClCc1ccccc1, CCOC(=O)C1CCNCC1, [Na+], [Na+], O=C([O-])[O-]. Yields the product Cl, CCOC(=O)C1CCN(Cc2ccccc2)CC1. As a reaction SMILES: [CH3:26][CH2:27][OH:28].[Cl:12][CH2:13][c:14]1[cH:15][cH:16][cH:17][cH:18][cH:19]1.[NH:1]1[CH2:2][CH2:3][CH:4]([C:5](=[O:6])[O:7][CH2:8][CH3:9])[CH2:10][CH2:11]1.[Na+:20].[Na+:21].[O-:22][C:23](=[O:24])[O-:25]>>[ClH:12].[N:1]1([CH2:13][c:14]2[cH:15][cH:16][cH:17][cH:18][cH:19]2)[CH2:2][CH2:3][CH:4]([C:5](=[O:6])[O:7][CH2:8][CH3:9])[CH2:10][CH2:11]1. Starting materials: [BH4-].[Na+] (NaBH4), Cl (HCl), C(=O)(N1C=NC=C1)N1C=NC=C1 (Carbonyldiimidazole), FC1=C(C(=O)O)C=CN=C1C(F)(F)F (3-fluoro-2-trifluoromethyl-isonicotinic acid). Solvent: O (water), C1CCOC1 (THF). Run at time 8 hour. The product is FC=1C(=NC=CC1CO)C(F)(F)F ((3-Fluoro-2-trifluoromethyl-pyridin-4-yl)-methanol). As a reaction SMILES: C(N1C=CN=C1)(N1C=CN=C1)=O.[F:13][C:14]1[C:22]([C:23]([F:26])([F:25])[F:24])=[N:21][CH:20]=[CH:19][C:15]=1[C:16](O)=[O:17].[BH4-].[Na+].Cl>C1COCC1.O>[F:13][C:14]1[C:22]([C:23]([F:25])([F:26])[F:24])=[N:21][CH:20]=[CH:19][C:15]=1[CH2:16][OH:17] |f:2.3|. Reported procedure: Carbonyldiimidazole (1.16 g, 7.17 mmol) was added to a solution of 3-fluoro-2-trifluoromethyl-isonicotinic acid (1.00 g, 4.78 mmol) in THF (13.7 mL). The reaction mixture was stirred at RT overnight and was then added to a cold (0° C.) solution of NaBH4 (0.905 g, 23.9 mmol) in water (34.2 mL). The mixture was stirred for 10 min at 0° C., and 1M HCl was then added carefully (caution: H2 evolving). Volatiles were removed under reduced pressure, and the residue was dissolved in saturated aqueous Na... The reactants are BrC=1C(=C2C(=NC1)NC=C2)F (5-Bromo-4-fluoro-1H-pyrrolo[2,3-b]pyridine), [N+](=O)(O)[O-] (nitric acid). The solvent is Ice. Run at temperature 0 celsius, time 30 minute. Product: BrC=1C(=C2C(=NC1)NC=C2[N+](=O)[O-])F (5-bromo-4-fluoro-3-nitro-1H-pyrrolo[2,3-b]pyridine). Isolated yield 76.0%. RXN SMILES: [Br:1][C:2]1[C:3]([F:11])=[C:4]2[CH:10]=[CH:9][NH:8][C:5]2=[N:6][CH:7]=1.[N+:12]([O-])([OH:14])=[O:13]>>[Br:1][C:2]1[C:3]([F:11])=[C:4]2[C:10]([N+:12]([O-:14])=[O:13])=[CH:9][NH:8][C:5]2=[N:6][CH:7]=1. Reported procedure: 5-Bromo-4-fluoro-1H-pyrrolo[2,3-b]pyridine (10 g, 47 mmol) was added to fuming nitric acid (50 mL) at 0° C., and the reaction was stirred at 0° C. for 30 minutes. Ice (300 mL) was added, and the reaction was allowed to warm to room temperature. The resulting suspension was filtered and dried under high vacuum to provide 5-bromo-4-fluoro-3-nitro-1H-pyrrolo[2,3-b]pyridine (9.2 g, 76% yield) as a solid. 1H NMR (400 MHz, (CD3)2SO) δ 13.63 (br s, 1H), 8.85 (s, 1H), 8.56 (d, 1H). The reactants are CN(C)C=O, CC(C)(CCl)C(=O)O, Sc1ccc(Oc2ccc(Cl)cc2)cc1, [H-], [Na+], O. Yields the product CC(C)(CSc1ccc(Oc2ccc(Cl)cc2)cc1)C(=O)O. Reaction SMILES: [CH3:27][N:28]([CH3:29])[CH:30]=[O:31].[Cl:18][CH2:19][C:20]([C:21](=[O:22])[OH:23])([CH3:24])[CH3:25].[Cl:3][c:4]1[cH:5][cH:6][c:7]([O:8][c:9]2[cH:10][cH:11][c:12]([SH:15])[cH:13][cH:14]2)[cH:16][cH:17]1.[H-:1].[Na+:2].[OH2:26]>>[Cl:3][c:4]1[cH:5][cH:6][c:7]([O:8][c:9]2[cH:10][cH:11][c:12]([S:15][CH2:19][C:20]([C:21](=[O:22])[OH:23])([CH3:24])[CH3:25])[cH:13][cH:14]2)[cH:16][cH:17]1. Starting materials: Nc1cccc(-c2c(Cc3ccccc3)cnc3c(C(F)(F)F)cccc23)c1, O=Cc1cccc(F)c1F. Product: Fc1cccc(CNc2cccc(-c3c(Cc4ccccc4)cnc4c(C(F)(F)F)cccc34)c2)c1F. RXN SMILES: [CH2:1]([c:2]1[cH:3][cH:4][cH:5][cH:6][cH:7]1)[c:8]1[cH:9][n:10][c:11]2[c:12]([C:25]([F:26])([F:27])[F:28])[cH:13][cH:14][cH:15][c:16]2[c:17]1-[c:18]1[cH:19][c:20]([NH2:24])[cH:21][cH:22][cH:23]1.[F:29][c:30]1[c:31]([CH:32]=[O:33])[cH:34][cH:35][cH:36][c:37]1[F:38]>>[CH2:1]([c:2]1[cH:3][cH:4][cH:5][cH:6][cH:7]1)[c:8]1[cH:9][n:10][c:11]2[c:12]([C:25]([F:26])([F:27])[F:28])[cH:13][cH:14][cH:15][c:16]2[c:17]1-[c:18]1[cH:19][c:20]([NH:24][CH2:32][c:31]2[c:30]([F:29])[c:37]([F:38])[cH:36][cH:35][cH:34]2)[cH:21][cH:22][cH:23]1. The reactants are OCCC1CC1C1CCN(c2ncc(Cl)cn2)CC1, Fc1ccc(-n2ccnn2)cn1, [H-], [Na+], CN(C)C=O. Product: Clc1cnc(N2CCC(C3CC3CCOc3ccc(-n4ccnn4)cn3)CC2)nc1. As a reaction SMILES: [Cl:3][c:4]1[cH:5][n:6][c:7]([N:10]2[CH2:11][CH2:12][CH:13]([CH:16]3[CH:17]([CH2:19][CH2:20][OH:21])[CH2:18]3)[CH2:14][CH2:15]2)[n:8][cH:9]1.[F:22][c:23]1[n:24][cH:25][c:26](-[n:29]2[n:30][n:31][cH:32][cH:33]2)[cH:27][cH:28]1.[H-:2].[Na+:1].[O:34]=[CH:35][N:36]([CH3:37])[CH3:38]>>[Cl:3][c:4]1[cH:5][n:6][c:7]([N:10]2[CH2:11][CH2:12][CH:13]([CH:16]3[CH:17]([CH2:19][CH2:20][O:21][c:23]4[n:24][cH:25][c:26](-[n:29]5[n:30][n:31][cH:32][cH:33]5)[cH:27][cH:28]4)[CH2:18]3)[CH2:14][CH2:15]2)[n:8][cH:9]1. Reactants: ClC=1C=C(COC2=C(C(C(=O)O)=CC=C2)C(=O)O)C=CC1 (3-(3-chloro-benzyloxy)-phthalic acid), Cl.NC1C(=O)NC(CC1)=O (alpha-amino-glutarimide hydrochloride). Solvent: N1=CC=CC=C1 (pyridine). Product: ClC=1C=C(COC2=C3C(N(C(C3=CC=C2)=O)C2C(NC(CC2)=O)=O)=O)C=CC1 (4-(3-chloro-benzyloxy)-2-(2,6-dioxo-piperidin-3-yl)-isoindole-1,3-dione). The yield is 36.4%. Reaction SMILES: [Cl:1][C:2]1[CH:3]=[C:4]([CH:19]=[CH:20][CH:21]=1)[CH2:5][O:6][C:7]1[CH:15]=[CH:14][CH:13]=[C:9]([C:10]([OH:12])=O)[C:8]=1[C:16]([OH:18])=O.Cl.[NH2:23][CH:24]1[CH2:30][CH2:29][C:28](=[O:31])[NH:27][C:25]1=[O:26]>N1C=CC=CC=1>[Cl:1][C:2]1[CH:3]=[C:4]([CH:19]=[CH:20][CH:21]=1)[CH2:5][O:6][C:7]1[CH:15]=[CH:14][CH:13]=[C:9]2[C:8]=1[C:16](=[O:18])[N:23]([CH:24]1[CH2:30][CH2:29][C:28](=[O:31])[NH:27][C:25]1=[O:26])[C:10]2=[O:12] |f:1.2|. Procedure details: A mixture of 3-(3-chloro-benzyloxy)-phthalic acid (1.6 g, 5.1 mmol), alpha-amino-glutarimide hydrochloride (0.87 g, 5.3 mmol) in pyridine was refluxed overnight. The mixture was evaporated and the residue was purified by flash column chromatography (methanol/methylene chloride) to give 4-(3-chloro-benzyloxy)-2-(2,6-dioxo-piperidin-3-yl)-isoindole-1,3-dione as a white solid (0.74 g, 37% yield); HPLC: Waters Symmetry C18, 3.9×150 mm, 1 mL/min, 240 nm, 50/50 CH3CN/0.1% H3PO4, 6.44 min (99.8%); mp, ...